From a dataset of the Open Reaction Database (ORD), a public repository of structured organic reaction records. describe an organic reaction: reactants, conditions, products, and yield The reactants are ClC=1N=CC=C2C1NC(=C2)C(=O)OCC (ethyl 7-chloro-1H-pyrrolo[2,3-c]pyridine-2-carboxylate), [H-].[Al+3].[Li+].[H-].[H-].[H-] (lithium aluminum hydride). Run in O1CCCC1 (tetrahydrofuran). Run at temperature 0 celsius. Yields the product ClC=1N=CC=C2C1NC(=C2)CO ((7-chloro-1H-pyrrolo[2,3-c]pyridin-2-yl)methanol). The yield is 84.3%. RXN SMILES: [Cl:1][C:2]1[N:3]=[CH:4][CH:5]=[C:6]2[CH:10]=[C:9]([C:11](OCC)=[O:12])[NH:8][C:7]=12.[H-].[Al+3].[Li+].[H-].[H-].[H-]>O1CCCC1>[Cl:1][C:2]1[N:3]=[CH:4][CH:5]=[C:6]2[CH:10]=[C:9]([CH2:11][OH:12])[NH:8][C:7]=12 |f:1.2.3.4.5.6|. Reported procedure: To a solution of ethyl 7-chloro-1H-pyrrolo[2,3-c]pyridine-2-carboxylate (preparation described in Reference Example 1) (230 mg, 1.02 mmol) in tetrahydrofuran (4 mL) at 0° C. under an atmosphere of nitrogen was added portionwise lithium aluminum hydride (94 mg, 2.0 mmol). The reaction mixture was maintained at 0° C. for 4 h then quenched by adding water (100 μL), 15% aqueous sodium hydroxide (100 μL), and water (250 μL) successively. The mixture was filtered through a pad of diatomaceous earth, w... Starting materials: COc1cc(CSC)ccc1-c1nc2ncccc2[nH]1, CC(=O)O, N, O, OO. The product is COc1cc(CS(C)=O)ccc1-c1nc2ncccc2[nH]1. Reaction SMILES: [CH3:1][O:2][c:3]1[c:4](-[c:12]2[nH:13][c:14]3[c:15]([n:16][cH:17][cH:18][cH:19]3)[n:20]2)[cH:5][cH:6][c:7]([CH2:9][S:10][CH3:11])[cH:8]1.[CH3:24][C:25](=[O:26])[OH:27].[NH3:23].[OH2:28].[OH:21][OH:22]>>[CH3:1][O:2][c:3]1[c:4](-[c:12]2[nH:13][c:14]3[c:15]([n:16][cH:17][cH:18][cH:19]3)[n:20]2)[cH:5][cH:6][c:7]([CH2:9][S:10]([CH3:11])=[O:21])[cH:8]1. Starting materials: FC1=C(C(=CC=C1)C(F)(F)F)N=C1NCCN1 (2-[(2-fluoro-6-trifluoromethyl-phenyl)-imino]-imidazolidine), CN(C)C (trimethylamine), C1(=CC=CC=C1)C (toluene). Run at temperature 120 celsius. Product: C1(CC1)CN(C1=C(C=CC=C1C(F)(F)F)F)C=1NCCN1 (2-[N-(cyclopropyl-methyl)-N-(2-fluoro-6-trifluoromethyl-phenyl)-amino]-2-imidazoline). Isolated yield 58.4%. RXN SMILES: [F:1][C:2]1[CH:7]=[CH:6][CH:5]=[C:4]([C:8]([F:11])([F:10])[F:9])[C:3]=1[N:12]=[C:13]1[NH:17][CH2:16][CH2:15][NH:14]1.CN(C)C.[C:22]1([CH3:28])[CH:27]=[CH:26]C=CC=1>>[CH:27]1([CH2:26][N:12]([C:13]2[NH:17][CH2:16][CH2:15][N:14]=2)[C:3]2[C:4]([C:8]([F:11])([F:10])[F:9])=[CH:5][CH:6]=[CH:7][C:2]=2[F:1])[CH2:22][CH2:28]1. Reported procedure: A mixture consisting of 8 gm (0.032 mol) of 2-[(2-fluoro-6-trifluoromethyl-phenyl)-imino]-imidazolidine, 4.6 gm (105% of the stoichiometrically required amount), 5 cc of trimethylamine acid 25 ml of absolute toluene was heated at 120° C for 18 hours in a closed tube. After cooling, the liquid phase was decanted, the solid residue was dissolved in about 150 cc of 1N hydrochloric acid, the solution was extracted several times with ether, and the ethereal extracts were discarded. The acidic aqueous... The reactants are C=CCc1cc(Oc2cccc(C(=O)OCC)c2)ccc1O, CO. Yields the product CCCc1cc(Oc2cccc(C(=O)OCC)c2)ccc1O. Reaction SMILES: [CH2:1]([CH3:2])[O:3][C:4]([c:5]1[cH:6][c:7]([O:11][c:12]2[cH:13][c:14]([CH2:19][CH:20]=[CH2:21])[c:15]([OH:18])[cH:16][cH:17]2)[cH:8][cH:9][cH:10]1)=[O:22].[CH3:23][OH:24]>>[CH2:1]([CH3:2])[O:3][C:4]([c:5]1[cH:6][c:7]([O:11][c:12]2[cH:13][c:14]([CH2:19][CH2:20][CH3:21])[c:15]([OH:18])[cH:16][cH:17]2)[cH:8][cH:9][cH:10]1)=[O:22]. The reactants are SCc1ccccc1, CN(C)C=O, FC(F)(F)CCl, [Na+], [OH-], O. Product: FC(F)(F)CSCc1ccccc1. Reaction SMILES: [CH2:8]([c:9]1[cH:10][cH:11][cH:12][cH:13][cH:14]1)[SH:15].[CH3:1][N:2]([CH3:3])[CH:4]=[O:5].[Cl:16][CH2:17][C:18]([F:19])([F:20])[F:21].[Na+:7].[OH-:6].[OH2:22]>>[CH2:8]([c:9]1[cH:10][cH:11][cH:12][cH:13][cH:14]1)[S:15][CH2:17][C:18]([F:19])([F:20])[F:21]. Reactants: C(#N)C=1C=C(OCCNC(C2=CC=C(C=C2)C#N)=O)C=CC1 (N-[2-(3-cyanophenoxy)ethyl]-4-cyanobenzamide), COC1=CC=C(C=C1)P1(SP(S1)(C1=CC=C(C=C1)OC)=S)=S (2,4-bis(4-methoxyphenyl)-1,3-dithia-2,4-diphosphetane-2,4-disulfide). Solvent: C1(=CC=CC=C1)C (toluene). Yields the product C(#N)C=1C=C(OCCNC(C2=CC=C(C=C2)C#N)=S)C=CC1 (N-[2-(3-cyanophenoxy)ethyl]-4-cyanobenzthioamide). RXN SMILES: [C:1]([C:3]1[CH:4]=[C:5]([CH:20]=[CH:21][CH:22]=1)[O:6][CH2:7][CH2:8][NH:9][C:10](=O)[C:11]1[CH:16]=[CH:15][C:14]([C:17]#[N:18])=[CH:13][CH:12]=1)#[N:2].COC1C=CC(P2(=S)SP(=S)(C3C=CC(OC)=CC=3)[S:32]2)=CC=1>C1(C)C=CC=CC=1>[C:1]([C:3]1[CH:4]=[C:5]([CH:20]=[CH:21][CH:22]=1)[O:6][CH2:7][CH2:8][NH:9][C:10](=[S:32])[C:11]1[CH:16]=[CH:15][C:14]([C:17]#[N:18])=[CH:13][CH:12]=1)#[N:2]. Procedure: 1.46 g (5.00 mmol)) of N-[2-(3-cyanophenoxy)ethyl]-4-cyanobenzamide was dissolved in 50 ml of toluene. 3.03 g (7.5 mmol) of 2,4-bis(4-methoxyphenyl)-1,3-dithia-2,4-diphosphetane-2,4-disulfide was added to the solution, and the obtained mixture was heated under reflux for 4 hours. The precipitate was removed by the filtration, and the solvent was evaporated under reduced pressure. The residue was purified by the silica gel column chromatography, and the title compound was obtained. Starting materials: OO (hydrogen peroxide), C(C)(=O)OCC (ethyl acetate), peroxide, peroxide, peroxide, OO (Hydrogen peroxide), CCCCCC (hexane), COC(C(CCN1C(=CC=C1)C(C1=CC=CC=C1)=O)I)=O (4-(2-benzoylpyrrol-1-yl)-2-iodobutyric acid methyl ester). Reagents/catalysts: O.O.O.O.O.O.O.S(=O)(=O)([O-])[O-].[Fe+2] (Iron (II) sulfate heptahydrate), S(=O)(=O)([O-])[O-].[Fe+2] (iron sulfate). The solvent is O (water), CS(=O)C (dimethylsulfoxide). Reaction conditions: time 5 minute. Yields the product COC(=O)C1CCN2C1=CC=C2C(=O)C3=CC=CC=C3 (ketorolac methyl ester). As a reaction SMILES: [CH3:1][O:2][C:3](=[O:21])[CH:4](I)[CH2:5][CH2:6][N:7]1[CH:11]=[CH:10][CH:9]=[C:8]1[C:12](=[O:19])[C:13]1[CH:18]=[CH:17][CH:16]=[CH:15][CH:14]=1.OO.CCCCCC.C(OCC)(=O)C>CS(C)=O.O.O.O.O.O.O.O.S([O-])([O-])(=O)=O.[Fe+2].S([O-])([O-])(=O)=O.[Fe+2].O>[CH3:1][O:2][C:3]([CH:4]1[C:11]2=[CH:10][CH:9]=[C:8]([C:12]([C:13]3[CH:18]=[CH:17][CH:16]=[CH:15][CH:14]=3)=[O:19])[N:7]2[CH2:6][CH2:5]1)=[O:21] |f:5.6.7.8.9.10.11.12.13,14.15|. Procedure: 4-(2-Benzoylpyrrol-1-yl)-2-iodobutyric acid methyl ester (IV, 3.17 grams, 8 mmol) was dissolved in dimethylsulfoxide (32 mL). Iron (II) sulfate heptahydrate (230 mg, 0.827 mmol) was added, and the mixture was stirred for 5 minutes. Hydrogen peroxide (30% aqueous solution, 6 mL) was added dropwise while the internal temperature of the reaction was kept below 35° C. by application of an external water bath. After 45 minutes, TLC (4:1 hexane:ethyl acetate, silica) indicated the reaction was about 6...